The task is: describe an organic reaction: reactants, conditions, products, and yield. This data is from the Open Reaction Database (ORD), a public repository of structured organic reaction records. Reactants: aqueous solution, [OH-].[Na+] (sodium hydroxide), NC1=C(C=CC(=C1)Cl)O (2-amino-4-chlorophenol), C(C)OC(CCCCCCC(=O)O)=O (8-ethoxy-8-oxooctanoic acid), B(O)(O)O (boric acid), Cl (hydrochloric acid). The solvent is C(C)(=O)OCC (ethyl acetate), O (water), O (water), C1(=CC=CC=C1)C (toluene). Product: ClC=1C=CC(=C(NC(CCCCCCC(=O)O)=O)C1)O (8-(5-chloro-2-hydroxyanilino)-8-oxooctanoic acid), desired acid. Yield: 57.0%. As a reaction SMILES: [NH2:1][C:2]1[CH:7]=[C:6]([Cl:8])[CH:5]=[CH:4][C:3]=1[OH:9].C([O:12][C:13](=[O:23])[CH2:14][CH2:15][CH2:16][CH2:17][CH2:18][CH2:19][C:20](O)=[O:21])C.B(O)(O)O.[OH-].[Na+].Cl>C1(C)C=CC=CC=1.C(OCC)(=O)C.O>[Cl:8][C:6]1[CH:5]=[CH:4][C:3]([OH:9])=[C:2]([CH:7]=1)[NH:1][C:20](=[O:21])[CH2:19][CH2:18][CH2:17][CH2:16][CH2:15][CH2:14][C:13]([OH:23])=[O:12] |f:3.4|. Reported procedure: 8-(5-chloro-2-hydroxyanilino)-8-oxooctanoic acid was prepared as follows. A suspension of 2-amino-4-chlorophenol (17.88 g, 124.5 mmol), 8-ethoxy-8-oxooctanoic acid (25.19 g, 124.5 mmol), boric acid (0.385 g, 6.23 mmol) in 150 mL of dried toluene was heated at reflux (110° C.) under nitrogen for 4 hours during which water (2.5 mL) produced in the reaction was removed by azeotropic distillation in a Dean-Stark separation unit. The reaction was observed by thin layer chromatography on silica gel (E... Reactants: ClC1=NC2=CC(=CC(=C2C(=C1C)Cl)F)F (2,4-dichloro-5,7-difluoro-3-methylquinoline), C([O-])([O-])=O.[K+].[K+] (potassium carbonate), N1(CCCCC1)C1=CC=C(C=N1)B1OC(C)(C)C(C)(C)O1 (6-(piperidin-1-yl)pyridine-3-boronic acid pinacol ester), palladium tetrakistriphenylphosphine. Run in C1(=CC=CC=C1)C (toluene). Product: ClC1=C(C(=NC2=CC(=CC(=C12)F)F)C=1C=NC(=CC1)N1CCCCC1)C (4-chloro-5,7-difluoro-3-methyl-2-(6-(piperidin-1-yl)pyridin-3-yl)quinoline). RXN SMILES: Cl[C:2]1[C:11]([CH3:12])=[C:10]([Cl:13])[C:9]2[C:4](=[CH:5][C:6]([F:15])=[CH:7][C:8]=2[F:14])[N:3]=1.[N:16]1([C:22]2[N:27]=[CH:26][C:25](B3OC(C)(C)C(C)(C)O3)=[CH:24][CH:23]=2)[CH2:21][CH2:20][CH2:19][CH2:18][CH2:17]1.C(=O)([O-])[O-].[K+].[K+]>C1(C)C=CC=CC=1>[Cl:13][C:10]1[C:9]2[C:4](=[CH:5][C:6]([F:15])=[CH:7][C:8]=2[F:14])[N:3]=[C:2]([C:25]2[CH:26]=[N:27][C:22]([N:16]3[CH2:17][CH2:18][CH2:19][CH2:20][CH2:21]3)=[CH:23][CH:24]=2)[C:11]=1[CH3:12] |f:2.3.4|. Reported procedure: The Suzuki coupled product was prepared according to Procedure F using 2,4-dichloro-5,7-difluoro-3-methylquinoline (0.50 g, 2.02 mmol), 6-(piperidin-1-yl)pyridine-3-boronic acid pinacol ester (0.581 g, 2.02 mmol), palladium tetrakistriphenylphosphine (0.23 g, 0.20 mmol), potassium carbonate (0.56 g, 4.03 mmol) in toluene (4 mL) at 100° C. for 18 h to give 4-chloro-5,7-difluoro-3-methyl-2-(6-(piperidin-1-yl)pyridin-3-yl)quinoline as a yellow solid. Mass Spectrum (ESI) m/e=374.0 (M+1). Reactants: CO, Cc1n[nH]c(N)c1-c1nc2ccc(S(=O)(=O)Cl)cc2s1, NCc1ccccc1. Product: Cc1n[nH]c(N)c1-c1nc2ccc(S(=O)(=O)NCc3ccccc3)cc2s1. RXN SMILES: [CH3:29][OH:30].[NH2:1][c:2]1[c:3](-[c:8]2[s:9][c:10]3[c:11]([n:12]2)[cH:13][cH:14][c:15]([S:17](=[O:18])(=[O:19])[Cl:20])[cH:16]3)[c:4]([CH3:7])[n:5][nH:6]1.[NH2:21][CH2:22][c:23]1[cH:24][cH:25][cH:26][cH:27][cH:28]1>>[NH2:1][c:2]1[c:3](-[c:8]2[s:9][c:10]3[c:11]([n:12]2)[cH:13][cH:14][c:15]([S:17](=[O:18])(=[O:19])[NH:21][CH2:22][c:23]2[cH:24][cH:25][cH:26][cH:27][cH:28]2)[cH:16]3)[c:4]([CH3:7])[n:5][nH:6]1. Reactants: C(C)(C)(C)OC(=O)N1CC(C(CC1)(C(=O)OCC)CC1=CC(=CC=C1)C)=O (ethyl N-tert-butoxycarbonyl-3-oxo-4-(3-methylbenzyl)piperidine-4-carboxylate), Cl (hydrogen chloride), resultant mixture. Run in C(C)(=O)OCC (ethyl acetate). Yields the product Cl.O=C1CNCCC1(C(=O)OCC)CC1=CC(=CC=C1)C (Ethyl 3-oxo-4-(3-methylbenzyl)piperidine-4-carboxylate hydrochloride salt). RXN SMILES: C(OC([N:8]1[CH2:13][CH2:12][C:11]([CH2:19][C:20]2[CH:25]=[CH:24][CH:23]=[C:22]([CH3:26])[CH:21]=2)([C:14]([O:16][CH2:17][CH3:18])=[O:15])[C:10](=[O:27])[CH2:9]1)=O)(C)(C)C.[ClH:28]>C(OCC)(=O)C>[ClH:28].[O:27]=[C:10]1[C:11]([CH2:19][C:20]2[CH:25]=[CH:24][CH:23]=[C:22]([CH3:26])[CH:21]=2)([C:14]([O:16][CH2:17][CH3:18])=[O:15])[CH2:12][CH2:13][NH:8][CH2:9]1 |f:3.4|. Procedure details: To a cold (0° C.) solution of ethyl N-tert-butoxycarbonyl-3-oxo-4-(3-methylbenzyl)piperidine-4-carboxylate (1.55 g, 4.13 mmol) in ethyl acetate (75 mL), a stream of anhydrous hydrogen chloride gas was bubbled for 20 min. The resultant mixture was stirred at 0° C. for 1 h, purged with argon for 10 min., and concentrated under vacuum to provide the title compound as white solid.